This data is from the Open Reaction Database (ORD), a public repository of structured organic reaction records. The task is: describe an organic reaction: reactants, conditions, products, and yield Starting materials: C(C)(C)(C)OC(=O)N1CCC(CC1)C(=O)O (piperidine-1,4-dicarboxylic acid mono-tert-butyl ester), S(=O)(Cl)Cl (thionyl chloride). Solvent: C(Cl)(Cl)Cl (chloroform). Yields the product C(C)(C)(C)OC(=O)N1CCC(CC1)C(=O)Cl (4-chlorocarbonylpiperidine-1-carboxylic acid tert-butyl ester). Reaction SMILES: [C:1]([O:5][C:6]([N:8]1[CH2:13][CH2:12][CH:11]([C:14]([OH:16])=O)[CH2:10][CH2:9]1)=[O:7])([CH3:4])([CH3:3])[CH3:2].S(Cl)([Cl:19])=O>C(Cl)(Cl)Cl>[C:1]([O:5][C:6]([N:8]1[CH2:13][CH2:12][CH:11]([C:14]([Cl:19])=[O:16])[CH2:10][CH2:9]1)=[O:7])([CH3:4])([CH3:3])[CH3:2]. Procedure: To a stirred solution of piperidine-1,4-dicarboxylic acid mono-tert-butyl ester (1.000 g, 4.00 mmol) in chloroform (15 mL) was added thionyl chloride (3.0 mL, 40.00 mmol). The reaction mixture was left stirring at reflux for 3 days and then concentrated in vacuo. The obtained crude solid, 4-chlorocarbonylpiperidine-1-carboxylic acid tert-butyl ester, was used without further purification.